From a dataset of the Open Reaction Database (ORD), a public repository of structured organic reaction records. describe an organic reaction: reactants, conditions, products, and yield The reactants are CCN(CC)c1cccc(CCC#N)c1, [Na+], [OH-], O. Product: CCN(CC)c1cccc(CCC(N)=O)c1. As a reaction SMILES: [CH2:1]([CH3:2])[N:3]([c:4]1[cH:5][c:6]([CH2:7][CH2:8][C:9]#[N:10])[cH:11][cH:12][cH:13]1)[CH2:14][CH3:15].[Na+:17].[OH-:16].[OH2:18]>>[CH2:1]([CH3:2])[N:3]([c:4]1[cH:5][c:6]([CH2:7][CH2:8][C:9]([NH2:10])=[O:16])[cH:11][cH:12][cH:13]1)[CH2:14][CH3:15]. Reactants: CCCCCCCCCCCCCCCCS(=O)(=O)CCOC1OC(COC(C)=O)C(OC(C)=O)C(OC(C)=O)C1OC(C)=O, CC(=O)OCC1OC(OCCBr)C(OC(C)=O)C(OC(C)=O)C1OC(C)=O, O=C([O-])[O-], CCOC(C)=O, CCCCCCCCCCCCCCCCS, CN(C)C=O, CCCCCC, ClCCl, [Cs+], [Cs+], O. Product: CCCCCCCCCCCCCCCCSCCOC1OC(COC(C)=O)C(OC(C)=O)C(OC(C)=O)C1OC(C)=O. Reaction SMILES: [C:1]([CH3:2])(=[O:3])[O:4][CH:5]1[CH:6]([O:7][CH2:8][CH2:9][S:10](=[O:11])(=[O:12])[CH2:13][CH2:14][CH2:15][CH2:16][CH2:17][CH2:18][CH2:19][CH2:20][CH2:21][CH2:22][CH2:23][CH2:24][CH2:25][CH2:26][CH2:27][CH3:28])[O:29][CH:30]([CH2:41][O:42][C:43]([CH3:44])=[O:45])[CH:31]([O:37][C:38]([CH3:39])=[O:40])[CH:32]1[O:33][C:34]([CH3:35])=[O:36].[C:46]([O:47][CH:48]1[CH:49]([O:50][C:51](=[O:52])[CH3:53])[CH:54]([O:55][C:56](=[O:57])[CH3:58])[CH:59]([CH2:60][O:61][C:62](=[O:63])[CH3:64])[O:65][CH:66]1[O:67][CH2:68][CH2:69][Br:70])(=[O:71])[CH3:72].[C:90](=[O:91])([O-:92])[O-:93].[CH2:102]([O:103][C:104](=[O:105])[CH3:106])[CH3:107].[CH2:73]([SH:74])[CH2:75][CH2:76][CH2:77][CH2:78][CH2:79][CH2:80][CH2:81][CH2:82][CH2:83][CH2:84][CH2:85][CH2:86][CH2:87][CH2:88][CH3:89].[CH3:112][N:113]([CH3:114])[CH:115]=[O:116].[CH3:96][CH2:97][CH2:98][CH2:99][CH2:100][CH3:101].[Cl:109][CH2:110][Cl:111].[Cs+:94].[Cs+:95].[OH2:108]>>[C:1]([CH3:2])(=[O:3])[O:4][CH:5]1[CH:6]([O:7][CH2:8][CH2:9][S:10][CH2:13][CH2:14][CH2:15][CH2:16][CH2:17][CH2:18][CH2:19][CH2:20][CH2:21][CH2:22][CH2:23][CH2:24][CH2:25][CH2:26][CH2:27][CH3:28])[O:29][CH:30]([CH2:41][O:42][C:43]([CH3:44])=[O:45])[CH:31]([O:37][C:38]([CH3:39])=[O:40])[CH:32]1[O:33][C:34]([CH3:35])=[O:36]. Starting materials: CCC1(C)C(C(=O)OC(C)(C)C)C1(Cl)Cl, CC1C(C(=O)OC(C)(C)C)C1(Cl)Cl, CCC1(CC)C(C(=O)OC(C)(C)C)C1(Cl)Cl, CCCC1(CCC)C(C(=O)OC(C)(C)C)C1(Cl)Cl. Product: CC(C)(C)OC(=O)C1C(C)(C)C1(Cl)Cl, CCC1(CC)C(C(=O)OC(C)(C)C)C1(Cl)Cl. RXN SMILES: [Cl:14][C:15]1([Cl:28])[CH:16]([C:21](=[O:22])[O:23][C:24]([CH3:25])([CH3:26])[CH3:27])[C:17]1([CH2:18][CH3:19])[CH3:20].[Cl:1][C:2]1([Cl:3])[CH:4]([CH3:5])[CH:6]1[C:7]([O:8][C:9]([CH3:10])([CH3:11])[CH3:12])=[O:13].[Cl:29][C:30]1([Cl:44])[CH:31]([C:37](=[O:38])[O:39][C:40]([CH3:41])([CH3:42])[CH3:43])[C:32]1([CH2:33][CH3:34])[CH2:35][CH3:36].[Cl:45][C:46]1([Cl:47])[C:48]([CH2:49][CH2:50][CH3:51])([CH2:52][CH2:53][CH3:54])[CH:55]1[C:56]([O:57][C:58]([CH3:59])([CH3:60])[CH3:61])=[O:62]>>[Cl:14][C:15]1([Cl:28])[CH:16]([C:21](=[O:22])[O:23][C:24]([CH3:25])([CH3:26])[CH3:27])[C:17]1([CH3:18])[CH3:20].[Cl:29][C:30]1([Cl:44])[CH:31]([C:37](=[O:38])[O:39][C:40]([CH3:41])([CH3:42])[CH3:43])[C:32]1([CH2:33][CH3:34])[CH2:35][CH3:36]. Reactants: S (Hydrogen sulphide), S (Hydrogen sulphide), C(C)NCC (diethylamine), CC1(OC1)CCCCC (2-methyl-2-pentyloxirane). Solvent: CO (methanol), CO (methanol), CO (methanol). Conditions: time 12 hour. The product is OC(CS)(CCCCC)C (2-hydroxy-2-methyl-heptanethiol). As a reaction SMILES: [SH2:1].C(NCC)C.[CH3:7][C:8]1([CH2:11][CH2:12][CH2:13][CH2:14][CH3:15])[CH2:10][O:9]1>CO>[OH:9][C:8]([CH3:7])([CH2:11][CH2:12][CH2:13][CH2:14][CH3:15])[CH2:10][SH:1]. Procedure: Hydrogen sulphide is passed into 150 ml. of methanol with ice cooling, until the weight increase amounts to 3.2 g. A solution of 370 mg. of diethylamine in 11 ml. of methanol is added thereto, followed by 4.8 g. of 2-methyl-2-pentyloxirane in 18 ml. of methanol. Hydrogen sulphide gas again is passed into the solution for 15 minutes and the solution is permitted to stand for 12 hours at room temperature. The solvent is distilled off and the residue dissolved in 50 ml. of petroleum ether (b.p.=50°... Reactants: ClC1=C(N=C(N(C1=O)C=1C=C(C(=O)OC)C=CC1C)S(=O)(=O)C)OCC1=C(C=C(C=C1)F)F (methyl 3-[5-chloro-4-[(2,4-difluorobenzyl)oxy]-2-(methylsulfonyl)-6-oxopyrimidin-1(6H)-yl]-4-methylbenzoate), C(C=C)N (allyl amine), C(C)(=O)OCC (ethyl acetate). Reagents/catalysts: CN(C)C=1C=CN=CC1 (DMAP). Run in O1CCOCC1 (dioxane). Run at time 8 hour. Product: C(C=C)NC=1N(C(C(=C(N1)OCC1=C(C=C(C=C1)F)F)Cl)=O)C=1C=C(C(=O)OC)C=CC1C (methyl 3-[2-(allylamino)-5-chloro-4-[(2,4-difluorobenzyl)oxy]-6-oxopyrimidin-1(6H)-yl]-4-methylbenzoate). The yield is 40.6%. As a reaction SMILES: [Cl:1][C:2]1[C:7](=[O:8])[N:6]([C:9]2[CH:10]=[C:11]([CH:16]=[CH:17][C:18]=2[CH3:19])[C:12]([O:14][CH3:15])=[O:13])[C:5](S(C)(=O)=O)=[N:4][C:3]=1[O:24][CH2:25][C:26]1[CH:31]=[CH:30][C:29]([F:32])=[CH:28][C:27]=1[F:33].[CH2:34]([NH2:37])[CH:35]=[CH2:36].C(OCC)(=O)C>CN(C1C=CN=CC=1)C.O1CCOCC1>[CH2:34]([NH:37][C:5]1[N:6]([C:9]2[CH:10]=[C:11]([CH:16]=[CH:17][C:18]=2[CH3:19])[C:12]([O:14][CH3:15])=[O:13])[C:7](=[O:8])[C:2]([Cl:1])=[C:3]([O:24][CH2:25][C:26]2[CH:31]=[CH:30][C:29]([F:32])=[CH:28][C:27]=2[F:33])[N:4]=1)[CH:35]=[CH2:36]. Procedure: A mixture of methyl 3-[5-chloro-4-[(2,4-difluorobenzyl)oxy]-2-(methylsulfonyl)-6-oxopyrimidin-1(6H)-yl]-4-methylbenzoate (from Step 1) (3.02 g, 6.05 mmol), allyl amine (0.55 mL, 7.26 mmol), and DMAP (0.07 g, 0.61 mmol) in dioxane (8 mL) was stirred at ambient temperature overnight. Observed product and impurity (1:1 ratio). Added ethyl acetate (4 mL), cooled (0° C.) the reaction mixture, filtered the precipitate, and dried in vacuo to give the product as a white solid (1.17 g, 41%). 1H NMR (CD3O...